Dataset: the Open Reaction Database (ORD), a public repository of structured organic reaction records. Task: describe an organic reaction: reactants, conditions, products, and yield Starting materials: C(=O)(O)CN1CCN(CCN(CCNCC1)CC(=O)O)CC(=O)O (1,4,7-tris-(carboxymethyl)-1,4,7,10-tetraazacyclododecane), COCCBr (2-methoxyethyl bromide), C([O-])([O-])=O.[K+].[K+] (potassium carbonate). Solvent: CN(C=O)C (dimethylformamide). The product is C(COC)N1CCN(CCN(CCN(CC1)CC(=O)O)CC(=O)O)CC(=O)O (10-(3-Oxa-butyl)-1,4,7-tris-(carboxymethyl)-1,4,7,10-tetraazacyclododecane). The yield is 71.1%. Reaction SMILES: [C:1]([CH2:4][N:5]1[CH2:16][CH2:15][NH:14][CH2:13][CH2:12][N:11]([CH2:17][C:18]([OH:20])=[O:19])[CH2:10][CH2:9][N:8]([CH2:21][C:22]([OH:24])=[O:23])[CH2:7][CH2:6]1)([OH:3])=[O:2].[CH3:25][O:26][CH2:27][CH2:28]Br.C(=O)([O-])[O-].[K+].[K+]>CN(C)C=O>[CH2:28]([N:14]1[CH2:13][CH2:12][N:11]([CH2:17][C:18]([OH:20])=[O:19])[CH2:10][CH2:9][N:8]([CH2:21][C:22]([OH:24])=[O:23])[CH2:7][CH2:6][N:5]([CH2:4][C:1]([OH:3])=[O:2])[CH2:16][CH2:15]1)[CH2:27][O:26][CH3:25] |f:2.3.4|. Procedure details: 3 g (8.66 mmol) of 1,4,7-tris-(carboxymethyl)-1,4,7,10-tetraazacyclododecane is stirred in 50 ml of dimethylformamide for 10 hours with 1.57 g (11.29 mmol) of 2-methoxyethyl bromide and 4.15 g of potassium carbonate at 90° C. It is concentrated by evaporation in a vacuum and the residue is spread between 100 ml of water and 50 ml of diethyl ether. The aqueous phase is adjusted to pH 2 with 5 N hydrochloric acid and evaporated to dryness. The residue is refluxed with 200 ml of methanol, the undis... The reactants are N1=CC=C(C=C1)C1=NN(C2=CC=C(C=C12)N)C(C1=CC=CC=C1)(C1=CC=CC=C1)C1=CC=CC=C1 (3-(pyridin-4-yl)-1-trityl-1H-indazol-5-amine), O.C1(=CC=C(C=C1)S(=O)(=O)O)C (p-toluenesulfonic acid monohydrate), N(=O)[O-].[Na+] (sodium nitrite), [I-].[K+] (potassium iodide). Solvent: CC#N (MeCN), CCOC(=O)C (EtOAc), O (water). Reaction conditions: temperature 10 celsius, time 4 hour. Product: IC=1C=C2C(=NN(C2=CC1)C(C1=CC=CC=C1)(C1=CC=CC=C1)C1=CC=CC=C1)C1=CC=NC=C1 (5-iodo-3-(pyridin-4-yl)-1-trityl-1H-indazole). Isolated yield 52.7%. Reaction SMILES: [N:1]1[CH:6]=[CH:5][C:4]([C:7]2[C:15]3[C:10](=[CH:11][CH:12]=[C:13](N)[CH:14]=3)[N:9]([C:17]([C:30]3[CH:35]=[CH:34][CH:33]=[CH:32][CH:31]=3)([C:24]3[CH:29]=[CH:28][CH:27]=[CH:26][CH:25]=3)[C:18]3[CH:23]=[CH:22][CH:21]=[CH:20][CH:19]=3)[N:8]=2)=[CH:3][CH:2]=1.O.C1(C)C=CC(S(O)(=O)=O)=CC=1.N([O-])=O.[Na+].[I-:52].[K+]>CC#N.O.CCOC(C)=O>[I:52][C:13]1[CH:14]=[C:15]2[C:10](=[CH:11][CH:12]=1)[N:9]([C:17]([C:18]1[CH:19]=[CH:20][CH:21]=[CH:22][CH:23]=1)([C:30]1[CH:35]=[CH:34][CH:33]=[CH:32][CH:31]=1)[C:24]1[CH:25]=[CH:26][CH:27]=[CH:28][CH:29]=1)[N:8]=[C:7]2[C:4]1[CH:3]=[CH:2][N:1]=[CH:6][CH:5]=1 |f:1.2,3.4,5.6|. Reported procedure: To the stirred solution of 3-(pyridin-4-yl)-1-trityl-1H-indazol-5-amine (6.02 g, 13.3 mmol) in MeCN (45 mL) was added p-toluenesulfonic acid monohydrate (3.37 g, 17.7 mmol). After cooled to 10° C., a solution of sodium nitrite (1.84 g, 26.6 mmol), potassium iodide (5.52 g, 33.2 mmol) in water (9 mL) was added dropwise. The resulting dark brown solution was stirred at room temperature for 4 hours. The mixture was diluted with EtOAc and washed with water and 1N Na2S2O3. After dried and concentrate... The reactants are OCC1=CN=CN1CC(C)C (5-hydroxymethyl-1-isobutylimidazole), S(=O)(Cl)Cl (thionyl chloride). Conditions: temperature 90 celsius. The product is Cl.ClCC1=CN=CN1CC(C)C (5-chloromethyl-1-isobutylimidazole hydrochloride). As a reaction SMILES: O[CH2:2][C:3]1[N:7]([CH2:8][CH:9]([CH3:11])[CH3:10])[CH:6]=[N:5][CH:4]=1.S(Cl)([Cl:14])=O>>[ClH:14].[Cl:14][CH2:2][C:3]1[N:7]([CH2:8][CH:9]([CH3:11])[CH3:10])[CH:6]=[N:5][CH:4]=1 |f:2.3|. Procedure details: To 5-hydroxymethyl-1-isobutylimidazole (2.5 g), thionyl chloride (20 ml) was added by portions at 0° C., and the mixture was heated for 30 minutes under nitrogen atmosphere at 90° C. The mixture was allowed to be at room temperature. The solvent was distilled off under reduced pressure and the obtained residue was dissolved in methanol and the solvent was distilled off again under reduced pressure. The obtained solid was recrystallized from ethyl acetate, to give 5-chloromethyl-1-isobutylimidazo... Starting materials: CC(=O)c1cccs1, CC(=O)[O-], CC(=O)O, Cc1ccccc1, COC(=O)CC#N, [NH4+], O. Yields the product COC(=O)C(C#N)=C(C)c1cccs1. As a reaction SMILES: [C:1]([CH3:2])(=[O:3])[c:4]1[s:5][cH:6][cH:7][cH:8]1.[CH3:17][C:18](=[O:19])[O-:20].[CH3:22][C:23](=[O:24])[OH:25].[CH3:26][c:27]1[cH:28][cH:29][cH:30][cH:31][cH:32]1.[CH3:9][O:10][C:11](=[O:12])[CH2:13][C:14]#[N:15].[NH4+:16].[OH2:21]>>[C:1]([CH3:2])([c:4]1[s:5][cH:6][cH:7][cH:8]1)=[C:13]([C:11]([O:10][CH3:9])=[O:12])[C:14]#[N:15].